This data is from the Open Reaction Database (ORD), a public repository of structured organic reaction records. The task is: describe an organic reaction: reactants, conditions, products, and yield Yield: 24.0%. Reported procedure: An oven-dried resealable Schlenk tube was charged with 6′-(4,4,5,5-tetramethyl-1,3,2-dioxaborolan-2-yl)spiro[cyclopentane-1,3′-indolin]-2′-one (preparation 4, 0.060 g, 0.19 mmol), N-cyclopropyl-7-iodo-6-methylbenzo[d]isoxazol-3-amine (WO2006094187, 0.090 g, 0.29 mmol), 1,4-dioxane (1.2 mL) and a 2M aqueous caesium carbonate solution (0.29 mL, 0.58 mmol). The Schlenk tube was subjected to three cycles of evacuation-backfilling with argon, and 1,1′-bis(diphenylphosphino)ferrocene-palladium(II) dic... The reactants are CC1(OB(OC1(C)C)C1=CC=C2C3(C(NC2=C1)=O)CCCC3)C (6′-(4,4,5,5-tetramethyl-1,3,2-dioxaborolan-2-yl)spiro[cyclopentane-1,3′-indolin]-2′-one), C1(CC1)NC1=NOC2=C1C=CC(=C2I)C (N-cyclopropyl-7-iodo-6-methylbenzo[d]isoxazol-3-amine), C([O-])([O-])=O.[Cs+].[Cs+] (caesium carbonate). Product: C1(CC1)NC1=NOC2=C1C=CC(=C2C2=CC=C1C3(C(NC1=C2)=O)CCCC3)C (6′-(3-(Cyclopropylamino)-6-methylbenzo[d]isoxazol-7-yl)spiro[cyclopentane-1,3′-indolin]-2′-one). As a reaction SMILES: CC1(C)C(C)(C)OB([C:9]2[CH:17]=[C:16]3[C:12]([C:13]4([CH2:22][CH2:21][CH2:20][CH2:19]4)[C:14](=[O:18])[NH:15]3)=[CH:11][CH:10]=2)O1.[CH:24]1([NH:27][C:28]2[C:32]3[CH:33]=[CH:34][C:35]([CH3:38])=[C:36](I)[C:31]=3[O:30][N:29]=2)[CH2:26][CH2:25]1.C(=O)([O-])[O-].[Cs+].[Cs+]>O1CCOCC1>[CH:24]1([NH:27][C:28]2[C:32]3[CH:33]=[CH:34][C:35]([CH3:38])=[C:36]([C:9]4[CH:17]=[C:16]5[C:12]([C:13]6([CH2:19][CH2:20][CH2:21][CH2:22]6)[C:14](=[O:18])[NH:15]5)=[CH:11][CH:10]=4)[C:31]=3[O:30][N:29]=2)[CH2:26][CH2:25]1 |f:2.3.4|. The solvent is O1CCOCC1 (1,4-dioxane). Run at temperature 105 celsius, time 20 hour. The reactants are CN(C1(CC=C(CC1)C=1NC2=CC=CC=C2C1CCCO)C1=CC=CC=C1)C ((±)-3-[2-(4-Dimethylamino-4-phenylcyclohex-1-enyl)-1H-indol-3-yl]propan-1-ol), Sn. Solvent: Br (HBr), CCO (EtOH). Reaction conditions: time 16 hour. The product is CN(C1(CCC(CC1)C=1NC2=CC=CC=C2C1CCCO)C1=CC=CC=C1)C (3-(2-(4-(Dimethylamino)-4-phenylcyclohexyl)-1H-indol-3-yl]propan-1-ol). As a reaction SMILES: [CH3:1][N:2]([CH3:28])[C:3]1([C:22]2[CH:27]=[CH:26][CH:25]=[CH:24][CH:23]=2)[CH2:8][CH2:7][C:6]([C:9]2[NH:10][C:11]3[C:16]([C:17]=2[CH2:18][CH2:19][CH2:20][OH:21])=[CH:15][CH:14]=[CH:13][CH:12]=3)=[CH:5][CH2:4]1>Br.CCO>[CH3:28][N:2]([CH3:1])[C:3]1([C:22]2[CH:23]=[CH:24][CH:25]=[CH:26][CH:27]=2)[CH2:8][CH2:7][CH:6]([C:9]2[NH:10][C:11]3[C:16]([C:17]=2[CH2:18][CH2:19][CH2:20][OH:21])=[CH:15][CH:14]=[CH:13][CH:12]=3)[CH2:5][CH2:4]1. Reported procedure: (±)-3-[2-(4-Dimethylamino-4-phenylcyclohex-1-enyl)-1H-indol-3-yl]propan-1-ol (500 mg, 1.335 mmol) was dissolved in HBr/glacial acetic acid (33% HBr, 10 ml). Sn powder (1.57 g, 13.35 mmol) was then added to the mixture in portions at RT in the course of 2 h. When the addition had ended, the reaction mixture was stirred at RT for a further 16 h. For working up, the mixture was diluted with EtOH (10 ml) and concentrated to dryness on a rotary evaporator. The residue which remained was rendered basi... The reactants are C(C)C1=NN=C(O1)CC=1C=C(C=CC1S(NC=1C=CC2=C(B(OC2)O)C1)(=O)=O)NC(C(F)(F)F)=O (N-(3-((5-ethyl-1,3,4-oxadiazol-2-yl)methyl)-4-(N-(1-hydroxy-1,3-dihydrobenzo[c][1,2]oxaborol-6-yl)sulfamoyl)phenyl)-2,2,2-trifluoroacetamide). Solvent: [NH4+] (ammonium), CO (MeOH). The product is NC1=CC(=C(C=C1)S(=O)(=O)NC=1C=CC2=C(B(OC2)O)C1)CC=1OC(=NN1)CC (4-Amino-2-((5-ethyl-1,3,4-oxadiazol-2-yl)methyl)-N-(1-hydroxy-1,3-dihydrobenzo[c][1,2]oxaborol-6-yl)benzenesulfonamide). Isolated yield 64.8%. RXN SMILES: [CH2:1]([C:3]1[O:7][C:6]([CH2:8][C:9]2[CH:10]=[C:11]([NH:29]C(=O)C(F)(F)F)[CH:12]=[CH:13][C:14]=2[S:15](=[O:28])(=[O:27])[NH:16][C:17]2[CH:18]=[CH:19][C:20]3[CH2:24][O:23][B:22]([OH:25])[C:21]=3[CH:26]=2)=[N:5][N:4]=1)[CH3:2]>[NH4+].CO>[NH2:29][C:11]1[CH:12]=[CH:13][C:14]([S:15]([NH:16][C:17]2[CH:18]=[CH:19][C:20]3[CH2:24][O:23][B:22]([OH:25])[C:21]=3[CH:26]=2)(=[O:27])=[O:28])=[C:9]([CH2:8][C:6]2[O:7][C:3]([CH2:1][CH3:2])=[N:4][N:5]=2)[CH:10]=1. Procedure details: A solution of N-(3-((5-ethyl-1,3,4-oxadiazol-2-yl)methyl)-4-(N-(1-hydroxy-1,3-dihydrobenzo[c][1,2]oxaborol-6-yl)sulfamoyl)phenyl)-2,2,2-trifluoroacetamide (390 mg, 0.76 mmol) in 7M ammonium in MeOH (10 mL) was stirred in a sealed tube at 50° C. for 16 hours. After concentrated, the crude mixture was purified by prep HPLC (SunFire Prep C18 OBD 5 uM 30×50 mm column) to give the title compound as a yellow solid (204 mg, yield 64%). MS calcd for (C18H19BN4O5S): 414.2, MS found (ESI negative): (M−H)−... The reactants are C1(=CC=CC=C1)C=1C=C2C(=NC1)NC(=N2)CCC2CCCCC(=N2)N (7-[2-(6-Phenyl-3H-imidazo[4,5-b]pyridin-2-yl)-ethyl]-4,5,6,7-tetrahydro-3H-azepin-2-ylamine), C(C)N1CCN(CC1)S(=O)(=O)C1=CC=C(C=C1)C=1C=C2C(=NC1)NC(=N2)CCC2CCCCC(N2)=S (7-(2-{6-[4-(4-ethyl-piperazine-1-sulfonyl)-phenyl]-3H-imidazo[4,5-b]pyridin-2-yl}-ethyl)-azepane-2-thione), N (ammonia), C1(=CC=CC=C1)C=1C=C2C(=NC1)NC(=N2)CCC2CCCCC(=N2)N (7-[2-(6-Phenyl-3H-imidazo[4,5-b]pyridin-2-yl)-ethyl]-4,5,6,7-tetrahydro-3H-azepin-2-ylamine), C(C)N1CCN(CC1)S(=O)(=O)C1=CC=C(C=C1)C=1C=C2C(=NC1)NC(=N2)CCC2CCCCC(N2)=S (7-(2-{6-[4-(4-ethyl-piperazine-1-sulfonyl)-phenyl]-3H-imidazo[4,5-b]pyridin-2-yl}-ethyl)-azepane-2-thione). Run in CO (methanol). The product is C(C)N1CCN(CC1)S(=O)(=O)C1=CC=C(C=C1)C=1C=C2C(=NC1)NC(=N2)CCC2CCCCC(=N2)N (7-(2-{6-[4-(4-Ethyl-piperazine-1-sulfonyl)-phenyl]-3H-imidazo[4,5-b]pyridin-2-yl}-ethyl)-4,5,6,7-tetrahydro-3H-azepin-2-ylamine). RXN SMILES: [C:1]1([C:7]2[CH:8]=[C:9]3[N:15]=[C:14]([CH2:16][CH2:17][CH:18]4[N:24]=[C:23]([NH2:25])[CH2:22][CH2:21][CH2:20][CH2:19]4)[NH:13][C:10]3=[N:11][CH:12]=2)[CH:6]=[CH:5][CH:4]=[CH:3][CH:2]=1.[CH2:26]([N:28]1[CH2:33][CH2:32][N:31]([S:34](C2C=CC(C3C=C4N=C(CCC5NC(=S)CCCC5)NC4=NC=3)=CC=2)(=[O:36])=[O:35])[CH2:30][CH2:29]1)[CH3:27].N>CO>[CH2:26]([N:28]1[CH2:33][CH2:32][N:31]([S:34]([C:4]2[CH:3]=[CH:2][C:1]([C:7]3[CH:8]=[C:9]4[N:15]=[C:14]([CH2:16][CH2:17][CH:18]5[N:24]=[C:23]([NH2:25])[CH2:22][CH2:21][CH2:20][CH2:19]5)[NH:13][C:10]4=[N:11][CH:12]=3)=[CH:6][CH:5]=2)(=[O:35])=[O:36])[CH2:30][CH2:29]1)[CH3:27]. Reported procedure: The title compound is synthesized as described for 7-[2-(6-phenyl-3H-imidazo[4,5-b]pyridin-2-yl)-ethyl]-4,5,6,7-tetrahydro-3H-azepin-2-ylamine (compound 1) from 157 mg of 7-(2-{6-[4-(4-ethyl-piperazine-1-sulfonyl)-phenyl]-3H-imidazo[4,5-b]pyridin-2-yl}-ethyl)-azepane-2-thione (compound A7) and 6.90 ml of methanol containing ammonia (strength: 7.0 M) at 50° C. for 90 hours. Purification by flash chromatography on LiChroprep-NH2® (eluent gradient: ethyl acetate/0-100 vol. % 2-propanol) affords 28 ... Starting materials: CCI, CN1C(=O)N(c2ccc(C#N)c(C(F)(F)F)c2)C(=O)C1(C)c1ccc(O)cc1. The product is CCOc1ccc(C2(C)C(=O)N(c3ccc(C#N)c(C(F)(F)F)c3)C(=O)N2C)cc1. As a reaction SMILES: [CH2:29]([CH3:30])[I:31].[CH3:1][N:2]1[C:3](=[O:28])[N:4]([c:16]2[cH:17][c:18]([C:24]([F:25])([F:26])[F:27])[c:19]([C:20]#[N:21])[cH:22][cH:23]2)[C:5](=[O:15])[C:6]1([c:7]1[cH:8][cH:9][c:10]([OH:13])[cH:11][cH:12]1)[CH3:14]>>[CH3:1][N:2]1[C:3](=[O:28])[N:4]([c:16]2[cH:17][c:18]([C:24]([F:25])([F:26])[F:27])[c:19]([C:20]#[N:21])[cH:22][cH:23]2)[C:5](=[O:15])[C:6]1([c:7]1[cH:8][cH:9][c:10]([O:13][CH2:29][CH3:30])[cH:11][cH:12]1)[CH3:14]. Reactants: CCOC(=O)c1nc2ccccc2n(Cc2ccccc2)c1=O, CO, [Na+], [OH-], O. The product is O=C(O)c1nc2ccccc2n(Cc2ccccc2)c1=O. Reaction SMILES: [CH2:4]([c:5]1[cH:6][cH:7][cH:8][cH:9][cH:10]1)[n:11]1[c:12](=[O:26])[c:13]([C:21](=[O:22])[O:23][CH2:24][CH3:25])[n:14][c:15]2[cH:16][cH:17][cH:18][cH:19][c:20]12.[CH3:27][OH:28].[Na+:3].[OH-:2].[OH2:1]>>[CH2:4]([c:5]1[cH:6][cH:7][cH:8][cH:9][cH:10]1)[n:11]1[c:12](=[O:26])[c:13]([C:21](=[O:22])[OH:23])[n:14][c:15]2[cH:16][cH:17][cH:18][cH:19][c:20]12.